Dataset: the Open Reaction Database (ORD), a public repository of structured organic reaction records. Task: describe an organic reaction: reactants, conditions, products, and yield Starting materials: C=CCc1cc(F)ccc1NC(=O)C=C, ClCCl. Product: O=C1C=CCc2cc(F)ccc2N1. RXN SMILES: [CH2:1]([CH:2]=[CH2:3])[c:4]1[c:5]([NH:11][C:12]([CH:13]=[CH2:14])=[O:15])[cH:6][cH:7][c:8]([F:10])[cH:9]1.[Cl:16][CH2:17][Cl:18]>>[CH2:1]1[c:4]2[c:5]([cH:6][cH:7][c:8]([F:10])[cH:9]2)[NH:11][C:12](=[O:15])[CH:13]=[CH:14]1. Starting materials: NC1=NC(=NS1)/C(/C(=O)O)=N/OC(C)(C)C(=O)OC(C)(C)C ((Z)-2-(5-amino-1,2,4-thiadiazol-3-yl)-2-(1-tert-butoxycarbonyl-1-methylethoxyimino)acetic acid), C1(=CC=CC=C1)OC (anisole). Solvent: FC(C(=O)O)(F)F (trifluoroacetic acid). Run at time 10 minute. Yields the product NC1=NC(=NS1)/C(/C(=O)O)=N/OC(C)(C)C(=O)O ((Z)-2-(5-amino-1,2,4-thiadiazol-3-yl)-2-(1-carboxy-1-methylethoxyimino)acetic acid). Isolated yield 88.0%. As a reaction SMILES: [NH2:1][C:2]1[S:6][N:5]=[C:4](/[C:7](=[N:11]/[O:12][C:13]([C:16]([O:18]C(C)(C)C)=[O:17])([CH3:15])[CH3:14])/[C:8]([OH:10])=[O:9])[N:3]=1.C1(OC)C=CC=CC=1>FC(F)(F)C(O)=O>[NH2:1][C:2]1[S:6][N:5]=[C:4](/[C:7](=[N:11]/[O:12][C:13]([C:16]([OH:18])=[O:17])([CH3:15])[CH3:14])/[C:8]([OH:10])=[O:9])[N:3]=1. Reported procedure: A solution of (Z)-2-(5-amino-1,2,4-thiadiazol-3-yl)-2-(1-tert-butoxycarbonyl-1-methylethoxyimino)acetic acid (17.8 g) and anisole (18 ml) in trifluoroacetic acid (36 ml) was stirred for 4.0 hours at room temperature. The reaction mixture was concentrated under reduced pressure and an aqueous solution of sodium bicarbonate was added thereto to adjust to pH 6.0. The aqueous solution was washed with ethyl acetate, adjusted to pH 3.8 with 6N hydrochloric acid and washed with ethyl acetate. The aqueo... Starting materials: CC(=O)O, COc1ccc(C=CCCC(=O)O)c(OC)c1. The product is COc1ccc(CCCCC(=O)O)c(OC)c1. RXN SMILES: [CH3:18][C:19](=[O:20])[OH:21].[CH3:1][O:2][c:3]1[c:4]([CH:11]=[CH:12][CH2:13][CH2:14][C:15](=[O:16])[OH:17])[cH:5][cH:6][c:7]([O:9][CH3:10])[cH:8]1>>[CH3:1][O:2][c:3]1[c:4]([CH2:11][CH2:12][CH2:13][CH2:14][C:15](=[O:16])[OH:17])[cH:5][cH:6][c:7]([O:9][CH3:10])[cH:8]1. Reactants: C(C)(=O)OCC (ethyl acetate), N[C@@H](CC1=CC=C(C=C1)O)C(=O)O (tyrosine). Run in O (water), S(O)(O)(=O)=O (sulfuric acid), O (water), C(CCCCCCC)O (octanol), C1(=CC=CC=C1)C (toluene). The product is C(CCCCCCC)(=O)OC1=CC=C(C[C@H](N)C(=O)O)C=C1 (tyrosine octanoate). RXN SMILES: [NH2:1][C@H:2]([C:11]([OH:13])=[O:12])[CH2:3][C:4]1[CH:9]=[CH:8][C:7]([OH:10])=[CH:6][CH:5]=1.C([O:17][CH2:18][CH3:19])(=O)C>S(=O)(=O)(O)O.O.C(O)CCCCCCC.C1(C)C=CC=CC=1>[C:18]([O:10][C:7]1[CH:6]=[CH:5][C:4]([CH2:3][C@@H:2]([C:11]([OH:13])=[O:12])[NH2:1])=[CH:9][CH:8]=1)(=[O:17])[CH2:19][CH2:11][CH2:2][CH2:3][CH2:4][CH2:5][CH3:6]. Procedure: 9.06 g of tyrosine was dissolved in a solution of 10 g of concentrated sulfuric acid, 20 mL water, 10 mL of octanol, and 200 mL of toluene in a 500 mL round bottom flask equipped with a condenser and a Dean-Stark apparatus. The resulting solution was heated at reflux temperature until no more water could be distilled. The resulting solution was then cooled to room temperature and washed with saturated aqueous sodium bicarbonate to neutralize acidic impurities to provide an emulsion. About 150 mL... Product: C1(CCCCC1)=O.C1(CCCCC1)O (cyclohexanone cyclohexanol). Reported procedure: To an argon purged solution of Complex 3 (0.1 mM) in acetonitrile, cyclohexane (50 mM) was added followed by 20 mM of tert-butylhydroperoxide (t-BuOOH) (dissolved in di-t-butylether). The reaction mixture was maintained under an argon atmosphere for 30 min followed by the addition of an aqueous solution of sodium sulphate (0.4 M). The iron complex dissolved in the aqueous phase and the products (cyclohexane and cyclohexanone) were analysed by GC. Analyses yielded 0.5-1.5 mM of cyclohexanone +cyc... As a reaction SMILES: C(OO)(C)(C)C.S([O-])([O-])(=O)=O.[Na+].[Na+].[C:14]1(=[O:20])[CH2:19][CH2:18][CH2:17][CH2:16][CH2:15]1>C(#N)C.C1CCCCC1>[C:14]1(=[O:20])[CH2:19][CH2:18][CH2:17][CH2:16][CH2:15]1.[CH:14]1([OH:20])[CH2:19][CH2:18][CH2:17][CH2:16][CH2:15]1 |f:1.2.3,7.8|. Reactants: Complex 3, C1(CCCCC1)=O (cyclohexanone), C(C)(C)(C)OO (tert-butylhydroperoxide), S(=O)(=O)([O-])[O-].[Na+].[Na+] (sodium sulphate). Solvent: C(C)#N (acetonitrile), C1CCCCC1 (cyclohexane), C1CCCCC1 (cyclohexane). The reactants are C(C)(C)(C)NC(=O)C=1C(=CC=CC1)CC1=CC=CC=C1 (N-tert.butyl-α-phenyl-o-toluamide), C(CCC)[Li] (n-butyl lithium), C(C(C)(C)C)(=O)Cl (pivaloyl chloride). Run in O1CCCC1 (tetrahydrofuran), O1CCCC1 (tetrahydrofuran). Reaction conditions: temperature 5 celsius. The product is C(C)(C)(C)NC(=O)C=1C(=CC=CC1)C(C(C(C)(C)C)=O)C1=CC=CC=C1 (N-tert.butyl-α-phenyl-α-pivaloyl-o-toluamide). Reaction SMILES: [C:1]([NH:5][C:6]([C:8]1[C:9]([CH2:14][C:15]2[CH:20]=[CH:19][CH:18]=[CH:17][CH:16]=2)=[CH:10][CH:11]=[CH:12][CH:13]=1)=[O:7])([CH3:4])([CH3:3])[CH3:2].C([Li])CCC.[C:26](Cl)(=[O:31])[C:27]([CH3:30])([CH3:29])[CH3:28]>O1CCCC1>[C:1]([NH:5][C:6]([C:8]1[C:9]([CH:14]([C:15]2[CH:16]=[CH:17][CH:18]=[CH:19][CH:20]=2)[C:26](=[O:31])[C:27]([CH3:30])([CH3:29])[CH3:28])=[CH:10][CH:11]=[CH:12][CH:13]=1)=[O:7])([CH3:4])([CH3:2])[CH3:3]. Procedure details: To a flask equipped with a stirrer, dropping funnel, condenser and gas inlet tube and maintained under a nitrogen atmosphere there is added at room temperature 59 g. (0.221 mole) of N-tert.butyl-α-phenyl-o-toluamide in 1000 ml. dry tetrahydrofuran. The flask is immersed in an ice bath and cooled to an internal temperature of 5° C. Stirring is initiated and 336.5 ml. (0.490 mole) of n-butyl lithium (15% in hexane) is added dropwise in about 1 hour maintaining the temperature below 8° C. The resul... Starting materials: CCOC(=O)C=Cc1cnc(Br)c(C)c1, O=C([O-])[O-], NC1CCN(Cc2ccccc2)C1, [Cs+], [Cs+], CC(=O)[O-], CC(=O)[O-], C1COCCO1, [Pd+2]. Product: CCOC(=O)C=Cc1cnc(NC2CCN(Cc3ccccc3)C2)c(C)c1. Reaction SMILES: [Br:1][c:2]1[c:3]([CH3:15])[cH:4][c:5]([CH:8]=[CH:9][C:10](=[O:11])[O:12][CH2:13][CH3:14])[cH:6][n:7]1.[C:16](=[O:17])([O-:18])[O-:19].[CH2:22]([c:23]1[cH:24][cH:25][cH:26][cH:27][cH:28]1)[N:29]1[CH2:30][CH:31]([NH2:34])[CH2:32][CH2:33]1.[Cs+:20].[Cs+:21].[O-:42][C:43]([CH3:44])=[O:45].[O-:46][C:47]([CH3:48])=[O:49].[O:35]1[CH2:36][CH2:37][O:38][CH2:39][CH2:40]1.[Pd+2:41]>>[c:2]1([NH:34][CH:31]2[CH2:30][N:29]([CH2:22][c:23]3[cH:24][cH:25][cH:26][cH:27][cH:28]3)[CH2:33][CH2:32]2)[c:3]([CH3:15])[cH:4][c:5]([CH:8]=[CH:9][C:10](=[O:11])[O:12][CH2:13][CH3:14])[cH:6][n:7]1.